Task: describe an organic reaction: reactants, conditions, products, and yield. Dataset: the Open Reaction Database (ORD), a public repository of structured organic reaction records Reactants: CC#N, O=C=NC(=O)c1cc(F)c(F)cc1Cl, Cc1nnc(-c2ccc(Cl)c(N)c2)[nH]c1=O. Yields the product Cc1nnc(-c2ccc(Cl)c(NC(=O)NC(=O)c3cc(F)c(F)cc3Cl)c2)[nH]c1=O. Reaction SMILES: [CH3:31][C:32]#[N:33].[Cl:1][c:2]1[c:3]([C:4](=[O:5])[N:6]=[C:7]=[O:8])[cH:9][c:10]([F:14])[c:11]([F:13])[cH:12]1.[NH2:15][c:16]1[cH:17][c:18](-[c:23]2[n:24][n:25][c:26]([CH3:30])[c:27](=[O:29])[nH:28]2)[cH:19][cH:20][c:21]1[Cl:22]>>[Cl:1][c:2]1[c:3]([C:4](=[O:5])[NH:6][C:7](=[O:8])[NH:15][c:16]2[cH:17][c:18](-[c:23]3[n:24][n:25][c:26]([CH3:30])[c:27](=[O:29])[nH:28]3)[cH:19][cH:20][c:21]2[Cl:22])[cH:9][c:10]([F:14])[c:11]([F:13])[cH:12]1. Starting materials: COC(C1=CC(C(=O)NC2CCNCC2)=CC(=C1)OC)=O (5-methoxy-N-piperidin-4-yl-isophthalamic acid methyl ester), ClC1=NC(=NC(=N1)OC)OC (2-chloro-4,6-dimethoxy-1,3,5-triazine), COC(C1=CC(C(=O)O)=CC(=C1)OC)=O (5-methoxy-isophthalic acid monomethyl ester), C(C)(C)(C)OC(=O)N1CCC(CC1)N (4-amino-piperidine-carboxylic acid tert-butyl ester), C(=O)(C(F)(F)F)O (TFA), C(C)OC=1C=C(C=O)C=C(C1F)OCC (3,5-diethoxy-4-fluoro-benzaldehyde), C(#N)[BH3-].[Na+] (sodium cyanoborohydride), C(C)N(C(C)C)C(C)C (N-ethyl-diisopropylamine). The solvent is C(C)O (ethanol), C(C)(=O)O (acetic acid). The product is COC(C1=CC(C(=O)NC2CCN(CC2)CC2=CC(=C(C(=C2)OCC)F)OCC)=CC(=C1)OC)=O (N-[1-(3,5-Diethoxy-4-fluoro-benzyl)-piperidin-4-yl]-5-methoxy-isophthalamic acid methyl ester). RXN SMILES: [CH3:1][O:2][C:3](=[O:21])[C:4]1[CH:18]=[C:17]([O:19][CH3:20])[CH:16]=[C:6]([C:7]([NH:9][CH:10]2[CH2:15][CH2:14][NH:13][CH2:12][CH2:11]2)=[O:8])[CH:5]=1.COC(=O)C1C=C(OC)C=C(C(O)=O)C=1.C(OC(N1CCC(N)CC1)=O)(C)(C)C.ClC1N=C(OC)N=C(OC)N=1.C(O)(C(F)(F)F)=O.[CH2:69]([O:71][C:72]1[CH:73]=[C:74]([CH:77]=[C:78]([O:81][CH2:82][CH3:83])[C:79]=1[F:80])[CH:75]=O)[CH3:70].C([BH3-])#N.[Na+].C(N(C(C)C)C(C)C)C>C(O)C.C(O)(=O)C>[CH3:1][O:2][C:3](=[O:21])[C:4]1[CH:18]=[C:17]([O:19][CH3:20])[CH:16]=[C:6]([C:7]([NH:9][CH:10]2[CH2:11][CH2:12][N:13]([CH2:75][C:74]3[CH:77]=[C:78]([O:81][CH2:82][CH3:83])[C:79]([F:80])=[C:72]([O:71][CH2:69][CH3:70])[CH:73]=3)[CH2:14][CH2:15]2)=[O:8])[CH:5]=1 |f:6.7|. Procedure details: In analogy to the procedure described in example 50k), 5-methoxy-N-piperidin-4-yl-isophthalamic acid methyl ester [prepared from 5-methoxy-isophthalic acid monomethyl ester (Synthetic Communications, 31(12), 1921-1926; 2001) by condensation with 4-amino-piperidine-carboxylic acid tert-butyl ester, using acid activation with 2-chloro-4,6-dimethoxy-1,3,5-triazine in analogy to the procedure described in example 50 h) followed by Boc cleavage with TFA in analogy to the procedure described in exampl... The reactants are CCCCOc1ccc(NC(C)=O)cc1NC(C)=O, CCCCOc1ccc(NC(C)=O)cc1N, CCCCO, O=[N+]([O-])c1ccc(Cl)c([N+](=O)[O-])c1, CCCCOc1ccc(N)cc1N, [Na+], [OH-]. Product: CCCCOc1ccc(NC(C)=O)cc1N, Cl. As a reaction SMILES: [C:32]([NH:33][c:34]1[cH:35][c:36]([NH:37][C:38](=[O:39])[CH3:40])[cH:41][cH:42][c:43]1[O:44][CH2:45][CH2:46][CH2:47][CH3:48])(=[O:49])[CH3:50].[CH2:16]([CH2:17][CH2:18][CH3:19])[O:20][c:21]1[cH:22][cH:23][c:24]([NH:28][C:29]([CH3:30])=[O:31])[cH:25][c:26]1[NH2:27].[CH2:64]([OH:65])[CH2:66][CH2:67][CH3:68].[N+:1]([c:2]1[cH:3][c:4]([N+:5]([O-:6])=[O:7])[cH:8][cH:9][c:10]1[Cl:13])([O-:11])=[O:12].[NH2:51][c:52]1[cH:53][c:54]([NH2:55])[cH:56][cH:57][c:58]1[O:59][CH2:60][CH2:61][CH2:62][CH3:63].[Na+:15].[OH-:14]>>[CH2:16]([CH2:17][CH2:18][CH3:19])[O:20][c:21]1[cH:22][cH:23][c:24]([NH:28][C:29]([CH3:30])=[O:31])[cH:25][c:26]1[NH2:27].[ClH:13]. The solvent is C(C)#N (acetonitrile). Yield: 41.0%. RXN SMILES: [CH3:1][S:2][C:3]1[C:4](=[O:32])[CH:5]([CH:21]([OH:31])[CH2:22][CH2:23][CH2:24][CH2:25][CH2:26][C:27]([O:29][CH3:30])=[O:28])[C:6]([CH2:13][CH2:14][CH2:15][CH2:16][CH2:17][CH2:18][CH2:19][CH3:20])([O:8][Si](C)(C)C)[CH:7]=1.N1C=CC=CC=1.N1C=CC=CC=1.F.C(=O)([O-])O.[Na+]>C(#N)C>[CH3:1][S:2][C:3]1[C:4](=[O:32])[CH:5]([CH:21]([OH:31])[CH2:22][CH2:23][CH2:24][CH2:25][CH2:26][C:27]([O:29][CH3:30])=[O:28])[C:6]([OH:8])([CH2:13][CH2:14][CH2:15][CH2:16][CH2:17][CH2:18][CH2:19][CH3:20])[CH:7]=1 |f:2.3,4.5|. Reported procedure: To a solution of 63 mg of 2-methylthio-5-(1-hydroxy-6-methoxycarbonylhexyl)-4-octyl-4-trimethylsilyloxy-2-cyclopentenone obtained in Example 71 dissolved in 6 ml of acetonitrile was added 130 μl of pyridine. A hydrogen fluoride-pyridine solution (260 μl) was added, and the mixture was stirred for 18 hours. The reaction mixture was poured onto saturated aqueous sodium hydrogencarbonate, and the mixture was extracted with ethyl acetate. The organic layers were combined, washed with saturated aqueo... Yields the product CSC=1C(C(C(C1)(CCCCCCCC)O)C(CCCCCC(=O)OC)O)=O (2-methylthio-5-(1-hydroxy-6-methoxycarbonylhexyl)-4-hydroxy-4-octyl-2-cyclopentenone). Conditions: time 18 hour. Reactants: C(O)([O-])=O.[Na+] (sodium hydrogencarbonate), CSC=1C(C(C(C1)(O[Si](C)(C)C)CCCCCCCC)C(CCCCCC(=O)OC)O)=O (2-methylthio-5-(1-hydroxy-6-methoxycarbonylhexyl)-4-octyl-4-trimethylsilyloxy-2-cyclopentenone), N1=CC=CC=C1.F (hydrogen fluoride-pyridine), N1=CC=CC=C1 (pyridine). Starting materials: FC1=CC=C(C=C1)N1CCNCC1 (1-(4-fluorophenyl)piperazine), N=1NC(=C2CCCCC12)CCC(=O)O (3-(4,5,6,7-tetrahydro-2H-indazol-3-yl)propionic acid), ClC1=CC=C(C=C1)C1CCNCC1 (4-(4-chlorophenyl)piperidine). The product is FC1=CC=C(C=C1)N1CCN(CC1)CCCC=1NN=C2C1CCCCC2 (3-(3-(4-(4-fluorophenyl)piperazin-1-yl)propyl)-2,4,5,6,7,8-hexahydrocycloheptapyrazole). As a reaction SMILES: [F:1][C:2]1[CH:7]=[CH:6][C:5]([N:8]2[CH2:13][CH2:12][NH:11][CH2:10][CH2:9]2)=[CH:4][CH:3]=1.[N:14]1[NH:15][C:16]([CH2:23][CH2:24][C:25](O)=O)=[C:17]2[C:22]=1[CH2:21][CH2:20][CH2:19][CH2:18]2.Cl[C:29]1C=CC(C2CCNCC2)=CC=1>>[F:1][C:2]1[CH:3]=[CH:4][C:5]([N:8]2[CH2:13][CH2:12][N:11]([CH2:25][CH2:24][CH2:23][C:16]3[NH:15][N:14]=[C:22]4[CH2:21][CH2:20][CH2:19][CH2:18][CH2:29][C:17]=34)[CH2:10][CH2:9]2)=[CH:6][CH:7]=1. Reported procedure: In the same manner as in Example 102 except that 3-(2,4,5,6,7,8-hexahydrocycloheptapyrazol-3-yl)propionic acid obtained in Starting Material Synthesis Example 5 and 1-(4-fluorophenyl)piperazine were used instead of 3-(4,5,6,7-tetrahydro-2H-indazol-3-yl)propionic acid obtained in Starting Material Synthesis Example 1 and 4-(4-chlorophenyl)piperidine, 3-(3-(4-(4-fluorophenyl)piperazin-1-yl)propyl)-2,4,5,6,7,8-hexahydrocycloheptapyrazole was obtained. The reactants are CN1Cc2cc([N+](=O)[O-])ccc2C1=O, CCO, O, Cl[Sn](Cl)(Cl)Cl. Yields the product CN1Cc2cc(N)ccc2C1=O. As a reaction SMILES: [CH3:1][N:2]1[C:3](=[O:14])[c:4]2[cH:5][cH:6][c:7]([N+:11]([O-:12])=[O:13])[cH:8][c:9]2[CH2:10]1.[CH3:20][CH2:21][OH:22].[OH2:23].[Sn:15]([Cl:16])([Cl:17])([Cl:18])[Cl:19]>>[CH3:1][N:2]1[C:3](=[O:14])[c:4]2[cH:5][cH:6][c:7]([NH2:11])[cH:8][c:9]2[CH2:10]1.